This data is from the Open Reaction Database (ORD), a public repository of structured organic reaction records. The task is: describe an organic reaction: reactants, conditions, products, and yield As a reaction SMILES: [C:13]([n:14]1[cH:15][cH:16][n:17][cH:18]1)([n:19]1[cH:20][cH:21][n:22][cH:23]1)=[O:24].[CH2:32]([Cl:33])[Cl:34].[CH:25]1([CH2:30][NH2:31])[CH2:26][CH2:27][CH2:28][CH2:29]1.[nH:1]1[cH:2][cH:3][c:4]2[cH:5][cH:6][c:7]([C:10](=[O:11])[OH:12])[cH:8][c:9]12>>[nH:1]1[cH:2][cH:3][c:4]2[cH:5][cH:6][c:7]([C:10](=[O:12])[NH:31][CH2:30][CH:25]3[CH2:26][CH2:27][CH2:28][CH2:29]3)[cH:8][c:9]12. Yields the product O=C(NCC1CCCC1)c1ccc2cc[nH]c2c1. Reactants: O=C(n1ccnc1)n1ccnc1, ClCCl, NCC1CCCC1, O=C(O)c1ccc2cc[nH]c2c1. Starting materials: NC1=CC=CC2=CC=CC(=C12)N (1,8-diaminonaphthalene), ClCCCC(=O)C1=CC=CC=C1 (4-chlorobutyro-phenone). The reagents and catalysts are O.C1(=CC=C(C=C1)S(=O)(=O)O)C (p-toluenesulfonic acid monohydrate). Run in C1(=CC=CC=C1)C (toluene). Yields the product N1CNC2=CC=CC3=CC=CC1=C23 (dihydroperimidine). Yield: 47.4%. Reaction SMILES: [NH2:1][C:2]1[C:11]2[C:6](=[CH:7][CH:8]=[CH:9][C:10]=2[NH2:12])[CH:5]=[CH:4][CH:3]=1.Cl[CH2:14]CCC(C1C=CC=CC=1)=O>O.C1(C)C=CC(S(O)(=O)=O)=CC=1.C1(C)C=CC=CC=1>[NH:1]1[C:2]2=[C:11]3[C:6](=[CH:5][CH:4]=[CH:3]2)[CH:7]=[CH:8][CH:9]=[C:10]3[NH:12][CH2:14]1 |f:2.3|. Reported procedure: A stirred mixture of 1.411 g of 1,8-diaminonaphthalene, 1.629 g of 4-chlorobutyro-phenone, 3 mg of p-toluenesulfonic acid monohydrate, and 10 mL of toluene was heated to reflux under a nitrogen atmosphere using a Dean-Stark trap to remove the water evolved from the reaction for 10 hr. The mixture was filtered to remove unreacted starting material, partioned between ethyl acetate and 5% sodium hydroxide solution, dried over anhydrous magnesium sulfate, filtered, and concentrated in vacuo to give ... Reactants: FC(C1=C(C=C(C=C1)C(F)(F)F)N)(F)F (2,5-Bis(trifluoromethyl)benzenamine), [N+](=O)(O)[O-] (Nitric acid), S(O)(O)(=O)=O (sulfuric acid), [OH-].[Na+] (sodium hydroxide). The solvent is ice water. Reaction conditions: time 3 hour. Yields the product crude product, [N+](=O)([O-])C1=C(C(=CC=C1C(F)(F)F)C(F)(F)F)N (2-nitro-3,6-bis(trifluoromethyl)benzenamine). Reaction SMILES: [N+:1]([O-:4])(O)=[O:2].S(=O)(=O)(O)O.[F:10][C:11]([F:24])([F:23])[C:12]1[CH:17]=[CH:16][C:15]([C:18]([F:21])([F:20])[F:19])=[CH:14][C:13]=1[NH2:22].[OH-].[Na+]>>[N+:1]([C:14]1[C:15]([C:18]([F:19])([F:20])[F:21])=[CH:16][CH:17]=[C:12]([C:11]([F:10])([F:23])[F:24])[C:13]=1[NH2:22])([O-:4])=[O:2] |f:3.4|. Reported procedure: Nitric acid (7 mL) was added to sulfuric acid (10 mL) cautiously at 0° C. 2,5-Bis(trifluoromethyl)benzenamine (2 g, 8.7 mmol) was added in small portions at 0° C. over 20 minutes and the resulting slurry was stirred at 0° C. to room temperature for 3 hours. The mixture was poured into ice water (100 mL) and basified with sodium hydroxide solution, and extracted with EtOAc (80 mL×3). The combined organic layers were washed with brine (80 mL), dried over sodium sulfate, filtered and concentrated t... Starting materials: [BH4-], Cc1cc(C=O)cc(C)c1-c1ccc(C(F)(F)F)cc1, CO, CCOC(C)=O, [Na+]. Product: Cc1cc(CO)cc(C)c1-c1ccc(C(F)(F)F)cc1. RXN SMILES: [BH4-:21].[CH3:1][c:2]1[c:3](-[c:11]2[cH:12][cH:13][c:14]([C:17]([F:18])([F:19])[F:20])[cH:15][cH:16]2)[c:4]([CH3:10])[cH:5][c:6]([CH:8]=[O:9])[cH:7]1.[CH3:23][OH:24].[CH3:25][CH2:26][O:27][C:28](=[O:29])[CH3:30].[Na+:22]>>[CH3:1][c:2]1[c:3](-[c:11]2[cH:12][cH:13][c:14]([C:17]([F:18])([F:19])[F:20])[cH:15][cH:16]2)[c:4]([CH3:10])[cH:5][c:6]([CH2:8][OH:9])[cH:7]1. Reactants: Cl.BrC1=C(C=CC=C1)CC1CNCCC1=O (3-[(2-Bromophenyl)methyl]-4-piperidinone monohydrochloride), C([O-])([O-])=O.[Na+].[Na+] (sodium carbonate), C(C1=CC=CC=C1)Br (Benzyl bromide). The solvent is C(C)O (ethanol). Run at temperature 25 celsius, time 18 hour. Yields the product BrC1=C(C=CC=C1)CC1CN(CCC1=O)CC1=CC=CC=C1 (3-[(2-Bromophenyl)methyl]-1-(phenylmethyl)-4-piperidinone). Reaction SMILES: Cl.[Br:2][C:3]1[CH:8]=[CH:7][CH:6]=[CH:5][C:4]=1[CH2:9][CH:10]1[C:15](=[O:16])[CH2:14][CH2:13][NH:12][CH2:11]1.C(=O)([O-])[O-].[Na+].[Na+].[CH2:23](Br)[C:24]1[CH:29]=[CH:28][CH:27]=[CH:26][CH:25]=1>C(O)C>[Br:2][C:3]1[CH:8]=[CH:7][CH:6]=[CH:5][C:4]=1[CH2:9][CH:10]1[C:15](=[O:16])[CH2:14][CH2:13][N:12]([CH2:23][C:24]2[CH:29]=[CH:28][CH:27]=[CH:26][CH:25]=2)[CH2:11]1 |f:0.1,2.3.4|. Reported procedure: The amine (7.0 g, 23 mmol) from Example 102 and sodium carbonate (4.88 g, 46 mmol) were slurried in ethanol (50 ml). Benzyl bromide was added and the reaction was stirred for 18 hours at 25° C. The reaction was filtered and concentrated. The residue was partitioned between water and dichloromethane. The dichloromethane layer was dried (MgSO4), filtered, and concentrated to yield a crude yellow residue which was chromatographed on a silica gel column eluted initially with dichloromethane followed... The reactants are [OH-].[Na+] (sodium hydroxide), CO (methanol), C(C)OC(CC1=C(C=C(C=C1)C#CC=1C=C2C(CC(OC2=C(C1)C1CC1)(C)C)(C)C)F)=O ([4-(8-cyclopropyl-2,2,4,4-tetramethyl-chroman-6-yl-ethynyl)-2-fluorophenyl] acetic acid ethyl ester), C(C)OC(CC1=C(C=C(C=C1)C#CC=1C=C2C(CC(OC2=C(C1)C1CC1)(C)C)(C)C)F)=O ([4-(8-cyclopropyl-2,2,4,4-tetramethyl-chroman-6-yl-ethynyl)-2-fluorophenyl] acetic acid ethyl ester), O (water). Run in C(C)#N (acetonitrile). The product is C1(CC1)C=1C=C(C=C2C(CC(OC12)(C)C)(C)C)C#CC1=CC(=C(C=C1)CC(=O)O)F ([4-(8-Cyclopropyl-2,2,4,4-tetramethyl-chroman-6-yl-ethynyl)-2-fluorophenyl] acetic acid), solid. The yield is 80.0%. RXN SMILES: C([O:3][C:4](=[O:32])[CH2:5][C:6]1[CH:11]=[CH:10][C:9]([C:12]#[C:13][C:14]2[CH:15]=[C:16]3[C:21](=[C:22]([CH:24]4[CH2:26][CH2:25]4)[CH:23]=2)[O:20][C:19]([CH3:28])([CH3:27])[CH2:18][C:17]3([CH3:30])[CH3:29])=[CH:8][C:7]=1[F:31])C.CO.[OH-].[Na+].O>C(#N)C>[CH:24]1([C:22]2[CH:23]=[C:14]([C:13]#[C:12][C:9]3[CH:10]=[CH:11][C:6]([CH2:5][C:4]([OH:32])=[O:3])=[C:7]([F:31])[CH:8]=3)[CH:15]=[C:16]3[C:21]=2[O:20][C:19]([CH3:27])([CH3:28])[CH2:18][C:17]3([CH3:30])[CH3:29])[CH2:25][CH2:26]1 |f:2.3|. Procedure details: Following general procedure L and using [4-(8-cyclopropyl-2,2,4,4-tetramethyl-chroman-6-yl-ethynyl)-2-fluorophenyl] acetic acid ethyl ester (Compound 37, 0.14 g, 0.323 mmol), 5 mL of methanol and 1M sodium hydroxide solution (2 mL) followed by reverse phase HPLC using 10% water in acetonitrile as the mobile phase, the title compound was obtained as a solid (0.110 g, 80%). The reactants are N1(C=NC=C1)C(=O)C=1N=CC=2N(C3=CC=CC=C3C2C1)CC1=C(C=CC(=C1)Cl)Cl (3-(1-imidazolylcarbonyl)-9-(2,5-dichlorobenzyl)-9H-β-carboline), N1=CC(=CC=C1)CCCO (3-pyridinepropanol). Run in C1(=CC=CC=C1)C (toluene). The product is ClC1=C(CN2C3=CC=CC=C3C=3C=C(N=CC23)C(=O)OCCCC=2C=NC=CC2)C=C(C=C1)Cl (3-(3-Pyridyl)propyl 9-(2,5-dichlorobenzyl)-9H-β-carboline-3-carboxylate). The yield is 79.9%. Reaction SMILES: N1([C:6]([C:8]2[N:9]=[CH:10][C:11]3[N:12]([CH2:21][C:22]4[CH:27]=[C:26]([Cl:28])[CH:25]=[CH:24][C:23]=4[Cl:29])[C:13]4[C:18]([C:19]=3[CH:20]=2)=[CH:17][CH:16]=[CH:15][CH:14]=4)=[O:7])C=CN=C1.[N:30]1[CH:35]=[CH:34][CH:33]=[C:32]([CH2:36][CH2:37][CH2:38][OH:39])[CH:31]=1>C1(C)C=CC=CC=1>[Cl:29][C:23]1[CH:24]=[CH:25][C:26]([Cl:28])=[CH:27][C:22]=1[CH2:21][N:12]1[C:11]2[CH:10]=[N:9][C:8]([C:6]([O:39][CH2:38][CH2:37][CH2:36][C:32]3[CH:31]=[N:30][CH:35]=[CH:34][CH:33]=3)=[O:7])=[CH:20][C:19]=2[C:18]2[C:13]1=[CH:14][CH:15]=[CH:16][CH:17]=2. Procedure details: A suspension of 3-(1-imidazolylcarbonyl)-9-(2,5-dichlorobenzyl)-9H-β-carboline (505 mg, 1.20 mmol) and 3-pyridinepropanol (8.2 g, 60 mmol) was heated at 80° C. in toluene (15 mL) for 22 hours. The resulting solution was cooled to room temperature, and extracted several times with water before drying the organic phase with Na2SO4. Evaporation of the solvent followed by preparative thin layer chromatography of the resulting crude material with hexane/ethyl acetate (6:4) as eluent furnished the des... Reactants: Cl (HCl), C=1C=CC2=C(C1)C=CS2 (thianaphthene), C=O (formaldehyde), Cl (HCl), Cl (HCl), liquid. Solvent: O (H2O). Yields the product ClCC=1C2=C(SC1)C=CC=C2 (3-(Chloromethyl)benzo[b]thiophene). RXN SMILES: [ClH:1].[CH:2]1[CH:3]=[CH:4][C:5]2[S:10][CH:9]=[CH:8][C:6]=2[CH:7]=1.[CH2:11]=O>O>[Cl:1][CH2:11][C:8]1[C:6]2[CH:7]=[CH:2][CH:3]=[CH:4][C:5]=2[S:10][CH:9]=1. Procedure details: HCl (g) was bubbled vigorously through a mixture of thianaphthene (17.0 g, 126.68 mmol), 37% aq. formaldehyde (15 mL) and conc HCl (15 mL) until the reaction temperature rose to 65° C. At this time, the flow of HCl gas was reduced to a slow stream which was maintained for 1.5 hour. The reaction mixture was diluted with H2O (50 mL) and subsequently extracted with ether (2×50 mL). The combined ethereal extracts were dried over Na2SO4 and concentrated under reduced pressure to yield 1 as a straw co...